This data is from the Open Reaction Database (ORD), a public repository of structured organic reaction records. The task is: describe an organic reaction: reactants, conditions, products, and yield The reactants are C=CCBr, C1CCOC1, C[Si](C)(C)[N-][Si](C)(C)C, [Li+], O=C1OC2CCCC2C1Cc1ccc2ccccc2c1. Product: C=CCC1(Cc2ccc3ccccc3c2)C(=O)OC2CCCC21. As a reaction SMILES: [CH2:31]([CH:32]=[CH2:33])[Br:34].[CH2:35]1[O:36][CH2:37][CH2:38][CH2:39]1.[CH3:1][Si:2]([N-:3][Si:4]([CH3:5])([CH3:6])[CH3:7])([CH3:8])[CH3:9].[Li+:10].[cH:11]1[c:12]([CH2:21][CH:22]2[CH:23]3[CH:24]([O:25][C:26]2=[O:27])[CH2:28][CH2:29][CH2:30]3)[cH:13][cH:14][c:15]2[cH:16][cH:17][cH:18][cH:19][c:20]12>>[cH:11]1[c:12]([CH2:21][C:22]2([CH2:33][CH:32]=[CH2:31])[CH:23]3[CH:24]([O:25][C:26]2=[O:27])[CH2:28][CH2:29][CH2:30]3)[cH:13][cH:14][c:15]2[cH:16][cH:17][cH:18][cH:19][c:20]12.